The task is: describe an organic reaction: reactants, conditions, products, and yield. This data is from the Open Reaction Database (ORD), a public repository of structured organic reaction records. Reaction SMILES: [B-:1]([F:2])([F:3])([F:4])[F:5].[Br:38][c:39]1[c:40]([N:60]2[CH2:61][CH:62]([NH:66][C:67]([O:68][C:69]([CH3:70])([CH3:71])[CH3:72])=[O:73])[CH2:63][CH2:64][CH2:65]2)[n:41]([CH2:52][c:53]2[c:54]([Cl:59])[cH:55][cH:56][cH:57][cH:58]2)[c:42]2[c:43]1[n:44]([CH3:51])[c:45](=[O:50])[n:46]([CH3:49])[c:47]2=[O:48].[C:6]([PH+:7]([C:8]([CH3:9])([CH3:10])[CH3:11])[C:12]([CH3:13])([CH3:14])[CH3:15])([CH3:16])([CH3:17])[CH3:18].[CH3:27][O:28][c:29]1[cH:30][cH:31][c:32]([B:35]([OH:36])[OH:37])[cH:33][cH:34]1.[K+:24].[K+:25].[K+:26].[O:74]1[CH2:75][CH2:76][O:77][CH2:78][CH2:79]1.[P:19]([O-:20])([O-:21])([O-:22])=[O:23]>>[CH3:27][O:28][c:29]1[cH:30][cH:31][c:32](-[c:39]2[c:40]([N:60]3[CH2:61][CH:62]([NH:66][C:67]([O:68][C:69]([CH3:70])([CH3:71])[CH3:72])=[O:73])[CH2:63][CH2:64][CH2:65]3)[n:41]([CH2:52][c:53]3[c:54]([Cl:59])[cH:55][cH:56][cH:57][cH:58]3)[c:42]3[c:43]2[n:44]([CH3:51])[c:45](=[O:50])[n:46]([CH3:49])[c:47]3=[O:48])[cH:33][cH:34]1. Starting materials: F[B-](F)(F)F, Cn1c(=O)c2c(c(Br)c(N3CCCC(NC(=O)OC(C)(C)C)C3)n2Cc2ccccc2Cl)n(C)c1=O, CC(C)(C)[PH+](C(C)(C)C)C(C)(C)C, COc1ccc(B(O)O)cc1, [K+], [K+], [K+], C1COCCO1, O=P([O-])([O-])[O-]. Product: COc1ccc(-c2c(N3CCCC(NC(=O)OC(C)(C)C)C3)n(Cc3ccccc3Cl)c3c(=O)n(C)c(=O)n(C)c23)cc1.